This data is from the Open Reaction Database (ORD), a public repository of structured organic reaction records. The task is: describe an organic reaction: reactants, conditions, products, and yield The reactants are ClCC1=NC(=CC=C1)OCC=1N=C(OC1C)C1=CC=CC=C1 (2-(chloromethyl)-6-[(5-methyl-2-phenyl-4-oxazolyl)methoxy]pyridine), OC=1C=C(C=CC1)CC(=O)OC (methyl 2-(3-hydroxyphenyl)acetate), C([O-])([O-])=O.[K+].[K+] (potassium carbonate), CN(C=O)C (N,N-dimethylformamide). Run in O (water). Reaction conditions: temperature 80 celsius, time 5 hour. Yields the product CC1=C(N=C(O1)C1=CC=CC=C1)COC=1C=CC(=NC1)COC=1C=C(C=CC1)CC(=O)OC (methyl 2-[3-[5-[(5-methyl-2-phenyl-4-oxazolyl)methoxy]-2-pyridylmethoxy]phenyl]acetate). Yield: 87.0%. Reaction SMILES: ClC[C:3]1[CH:8]=[CH:7][CH:6]=[C:5]([O:9][CH2:10][C:11]2[N:12]=[C:13]([C:17]3[CH:22]=[CH:21][CH:20]=[CH:19][CH:18]=3)[O:14][C:15]=2[CH3:16])N=1.[OH:23][C:24]1[CH:25]=[C:26]([CH2:30][C:31]([O:33][CH3:34])=[O:32])[CH:27]=[CH:28][CH:29]=1.C(=O)([O-])[O-].[K+].[K+].[CH3:41][N:42](C)C=O>O>[CH3:16][C:15]1[O:14][C:13]([C:17]2[CH:18]=[CH:19][CH:20]=[CH:21][CH:22]=2)=[N:12][C:11]=1[CH2:10][O:9][C:5]1[CH:6]=[CH:7][C:8]([CH2:3][O:23][C:24]2[CH:25]=[C:26]([CH2:30][C:31]([O:33][CH3:34])=[O:32])[CH:27]=[CH:28][CH:29]=2)=[N:42][CH:41]=1 |f:2.3.4|. Reported procedure: A mixture of 2-(chloromethyl)-6-[(5-methyl-2-phenyl-4-oxazolyl)methoxy]pyridine (0.96 g), methyl 2-(3-hydroxyphenyl)acetate (0.50 g), anhydrous potassium carbonate (0.52 g) and N,N-dimethylformamide (15 mL) was stirred at 80° C. for 5 hrs. The reaction mixture was poured into water and extracted with ethyl acetate. The organic layer was washed with saturated brine, dried over anhydrous magnesium sulfate and concentrated. The obtained residue was subjected to silica gel column chromatography to g... Run at time 4 hour. The reagents and catalysts are Cl (HCl). RXN SMILES: [CH:1](=O)[CH3:2].C([BH3-])#N.[Na+].[NH2:8][C:9]1([C:32]2[CH:37]=[CH:36][CH:35]=[CH:34][C:33]=2[Cl:38])[C:17]2[C:12](=[CH:13][CH:14]=[C:15]([Cl:18])[CH:16]=2)[N:11]([S:19]([C:22]2[CH:27]=[CH:26][C:25]([O:28][CH3:29])=[CH:24][C:23]=2[NH2:30])(=[O:21])=[O:20])[C:10]1=[O:31].C(=O)([O-])[O-].[K+].[K+]>CO.Cl.CC(O)=O>[NH2:8][C:9]1([C:32]2[CH:37]=[CH:36][CH:35]=[CH:34][C:33]=2[Cl:38])[C:17]2[C:12](=[CH:13][CH:14]=[C:15]([Cl:18])[CH:16]=2)[N:11]([S:19]([C:22]2[CH:27]=[CH:26][C:25]([O:28][CH3:29])=[CH:24][C:23]=2[NH:30][CH2:1][CH3:2])(=[O:21])=[O:20])[C:10]1=[O:31] |f:1.2,4.5.6|. Procedure: 2.6 ml of AcOH and then 0.09 ml of acetaldehyde and 0.038 g of sodium cyanoborohydride are added at RT to a solution of 0.830 g of the compound obtained in EXAMPLE 106 in 22 ml of MeOH. After stirring for 4 hours at RT, 2 drops of concentrated HCl are added and the reaction mixture is then neutralized by the addition of a 5% solution of potassium carbonate. The solvent is concentrated under vacuum, the residue is extracted with AcOEt, the organic phase is washed with water and with a saturated s... Reactants: solution, C([O-])([O-])=O.[K+].[K+] (potassium carbonate), C(C)=O (acetaldehyde), C(#N)[BH3-].[Na+] (sodium cyanoborohydride), NC1(C(N(C2=CC=C(C=C12)Cl)S(=O)(=O)C1=C(C=C(C=C1)OC)N)=O)C1=C(C=CC=C1)Cl (3-Amino-1-(2-amino-4-methoxybenzenesulfonyl)-5-chloro-3-(2-chlorophenyl)-1,3-dihydroindol-2-one). Run in CO (MeOH), CC(=O)O (AcOH). Yields the product NC1(C(N(C2=CC=C(C=C12)Cl)S(=O)(=O)C1=C(C=C(C=C1)OC)NCC)=O)C1=C(C=CC=C1)Cl (3-Amino-5-chloro-3-(2-chlorophenyl)-1-[2-(ethylamino)-4-methoxybenzenesulfonyl]-1,3-dihydroindol-2-one). Starting materials: [F-].C(CCC)[N+](CCCC)(CCCC)CCCC (tetrabutylammonium fluoride), [Si](C)(C)(C(C)(C)C)OC1=CC=C(CN(C(=O)C=2SC=CC2)C2=CC=C(C=C2)C#N)C=C1 (N-(4-tert-butyldimethylsilyloxybenzyl)-N-(4-cyanophenyl)-2-thiophenecarboxamide), [Cl-].[Na+] (sodium chloride). The solvent is O1CCCC1 (tetrahydrofuran). Run at time 4 hour. The product is C(#N)C1=CC=C(C=C1)N(C(=O)C=1SC=CC1)CC1=CC=C(C=C1)O (N-(4-cyanophenyl)-N-(4-hydroxybenzyl)-2-thiophenecarboxamide). The yield is 35.0%. As a reaction SMILES: [Si]([O:8][C:9]1[CH:31]=[CH:30][C:12]([CH2:13][N:14]([C:22]2[CH:27]=[CH:26][C:25]([C:28]#[N:29])=[CH:24][CH:23]=2)[C:15]([C:17]2[S:18][CH:19]=[CH:20][CH:21]=2)=[O:16])=[CH:11][CH:10]=1)(C(C)(C)C)(C)C.[F-].C([N+](CCCC)(CCCC)CCCC)CCC.[Cl-].[Na+]>O1CCCC1>[C:28]([C:25]1[CH:24]=[CH:23][C:22]([N:14]([CH2:13][C:12]2[CH:11]=[CH:10][C:9]([OH:8])=[CH:31][CH:30]=2)[C:15]([C:17]2[S:18][CH:19]=[CH:20][CH:21]=2)=[O:16])=[CH:27][CH:26]=1)#[N:29] |f:1.2,3.4|. Reported procedure: 180 mg of N-(4-tert-butyldimethylsilyloxybenzyl)-N-(4-cyanophenyl)-2-thiophenecarboxamide was dissolved in 3.5 ml of tetrahydrofuran, and 386 mg of tetrabutylammonium fluoride was added thereto under cooling with ice, followed by stirring at room temperature for 4 hours. After the reaction mixture was poured into a saturated aqueous solution of sodium chloride, the product was extracted with diethyl ether. After the extract was dried over anhydrous magnesium sulfate, the solvent was distilled of... Reactants: Br, C=C1CC2C3C(OS(C)(=O)=O)C(OS(C)(=O)=O)C4=CC(=O)CCC4(C)C3CCC2(C)C1(O)C(C)=O, CC(=O)O, CN(C)C=O, [N-]=[N+]=[N-], [Na+]. Product: C=C1CC2C3C=C(N=[N+]=[N-])C4=CC(=O)CCC4(C)C3CCC2(C)C1(O)C(C)=O. Reaction SMILES: [BrH:1].[CH3:2][S:3]([O:4][CH:7]1[CH:8]([O:5][S:6]([CH3:32])(=[O:33])=[O:34])[CH:9]2[CH:10]3[CH2:11][C:12](=[CH2:31])[C:13]([C:14]([CH3:15])=[O:16])([OH:30])[C:17]3([CH3:29])[CH2:18][CH2:19][CH:20]2[C:21]2([CH3:28])[CH2:22][CH2:23][C:24](=[O:27])[CH:25]=[C:26]12)(=[O:35])=[O:36].[CH3:41][C:42](=[O:43])[OH:44].[CH3:45][N:46]([CH3:47])[CH:48]=[O:49].[N-:38]=[N+:39]=[N-:40].[Na+:37]>>[C:7]1([N:38]=[N+:39]=[N-:40])=[CH:8][CH:9]2[CH:10]3[CH2:11][C:12](=[CH2:31])[C:13]([C:14]([CH3:15])=[O:16])([OH:30])[C:17]3([CH3:29])[CH2:18][CH2:19][CH:20]2[C:21]2([CH3:28])[CH2:22][CH2:23][C:24](=[O:27])[CH:25]=[C:26]12. Starting materials: CC(C)=CCC\C(\C)=C\CO (geraniol), ethyl ester, CC/C=C\C/C=C\C/C=C\C/C=C\C/C=C\CCCC(=O)O (eicosapentaenoic acid), CCCCCC (hexane). Solvent: C(C)(C)CC(C)(C)C (isooctane). Run at temperature 60 celsius, time 24 hour. The product is C(C=CC=CC=CC=CC=CCCCCCCCCC)(=O)OC\C=C(/C)\CCC=C(C)C (geranyl eicosapentaenoate). As a reaction SMILES: [CH3:1][C:2](=[CH:4][CH2:5][CH2:6]/[C:7](=[CH:9]/[CH2:10][OH:11])/[CH3:8])[CH3:3].[CH3:12][CH2:13]/[CH:14]=[CH:15]\[CH2:16]/[CH:17]=[CH:18]\[CH2:19]/[CH:20]=[CH:21]\[CH2:22]/[CH:23]=[CH:24]\[CH2:25]/[CH:26]=[CH:27]\[CH2:28][CH2:29][CH2:30][C:31](O)=[O:32].CCCCCC>C(CC(C)(C)C)(C)C>[C:31]([O:11][CH2:10]/[CH:9]=[C:7](/[CH2:6][CH2:5][CH:4]=[C:2]([CH3:1])[CH3:3])\[CH3:8])(=[O:32])[CH:30]=[CH:29][CH:28]=[CH:27][CH:26]=[CH:25][CH:24]=[CH:23][CH:22]=[CH:21][CH2:20][CH2:19][CH2:18][CH2:17][CH2:16][CH2:15][CH2:14][CH2:13][CH3:12]. Reported procedure: There were dissolved, in 1 g of isooctane, 100 mg of geraniol and 900 mg of ethyl ester of eicosapentaenoic acid, followed by the addition of lipase in an amount of 1% relative to the total amount of the resulting solution and then stirring the mixture at 60° C. for 24 hours. After confirming whether the reaction system reached its equilibrium state or not by the GC technique, the reaction solution was diluted by the addition of hexane to the solution in an amount of 10 times the volume thereof,... Run in O (water). Reagents/catalysts: C(C)(=O)[O-].[Pd+2].C(C)(=O)[O-] (palladium acetate). The reactants are BrC=1C=C2C=CC=NC2=CC1 (6-bromoquinoline), C([O-])([O-])=O.[K+].[K+] (potassium carbonate), C1(CCCCC1)P(C1CCCCC1)C1CCCCC1 (tricyclohexylphosphine), solution, C12CCCC(CCC1)B2 (9-borabicyclo[3.3.1]nonane), O1CCCC1 (tetrahydrofuran), C(C)OC(C=C)OCC (3,3-Diethoxy-1-propene), C(C)OC(C=C)OCC (3,3-diethoxy-1-propene). Yields the product C(C)OC(CCC=1C=C2C=CC=NC2=CC1)OCC (6-(3,3-diethoxypropyl)quinoline). Yield: 83.5%. Procedure details: 3,3-Diethoxy-1-propene (548 g, 4.2 mol, 1.75 equiv) was added to a 22 L flask charged with 0.5 M solution of 9-borabicyclo[3.3.1]nonane in tetrahydrofuran (9-BBN solution in THF, 8.4 L, 4.2 mol, 1.75 equiv) at room temperature (the internal temperature raised to 40° C.) over 1 h. The resulting reaction mixture was stirred at room temperature for overnight. At which time 1H NMR of an aliquot of the reaction mixture indicated that all the 3,3-diethoxy-1-propene had been consumed. 6-Bromoquinoline ... RXN SMILES: [CH2:1]([O:3][CH:4]([O:7][CH2:8][CH3:9])[CH:5]=[CH2:6])[CH3:2].C12BC(CCC1)CCC2.O1CCCC1.Br[C:25]1[CH:26]=[C:27]2[C:32](=[CH:33][CH:34]=1)[N:31]=[CH:30][CH:29]=[CH:28]2.C(=O)([O-])[O-].[K+].[K+].C1(P(C2CCCCC2)C2CCCCC2)CCCCC1>C([O-])(=O)C.[Pd+2].C([O-])(=O)C.O>[CH2:1]([O:3][CH:4]([O:7][CH2:8][CH3:9])[CH2:5][CH2:6][C:25]1[CH:26]=[C:27]2[C:32](=[CH:33][CH:34]=1)[N:31]=[CH:30][CH:29]=[CH:28]2)[CH3:2] |f:4.5.6,8.9.10|. Conditions: temperature 40 celsius, time 8 hour.